From a dataset of the Open Reaction Database (ORD), a public repository of structured organic reaction records. describe an organic reaction: reactants, conditions, products, and yield Starting materials: Cl.O1CCOCC1 (HCl dioxane), C(OC1CCN(CC1)C=1C2=C(N=C(N1)C1=C(C=C(C(=C1)F)Cl)F)CS(C2)(=O)=O)(OC2=CC=C(C=C2)[N+](=O)[O-])=O (1-[2-(4-chloro-2,5-difluorophenyl)-6,6-dioxido-5,7-dihydrothieno[3,4-d]pyrimidin-4-yl]piperidin-4-yl 4-nitrophenyl carbonate), CNCCO (2-(methylamino)ethanol), C([O-])(O)=O.[Na+] (sodium bicarbonate). Solvent: C1CCOC1 (THF), CN(C)C=O (DMF). Reaction conditions: time 19.5 hour. Yields the product Cl.OCCN(C(OC1CCN(CC1)C=1C2=C(N=C(N1)C1=C(C=C(C(=C1)F)Cl)F)CS(C2)(=O)=O)=O)C (1-[2-(4-chloro-2,5-difluorophenyl)-6,6-dioxido-5,7-dihydrothieno[3,4-d]pyrimidin-4-yl]piperidin-4-yl (2-hydroxyethyl)methylcarbamate hydrochloride). Yield: 84.0%. Reaction SMILES: [C:1](=[O:39])(OC1C=CC([N+]([O-])=O)=CC=1)[O:2][CH:3]1[CH2:8][CH2:7][N:6]([C:9]2[C:10]3[CH2:26][S:25](=[O:28])(=[O:27])[CH2:24][C:11]=3[N:12]=[C:13]([C:15]3[CH:20]=[C:19]([F:21])[C:18]([Cl:22])=[CH:17][C:16]=3[F:23])[N:14]=2)[CH2:5][CH2:4]1.[CH3:40][NH:41][CH2:42][CH2:43][OH:44].C(=O)(O)[O-].[Na+].Cl.O1CCOCC1>C1COCC1.CN(C=O)C>[ClH:22].[OH:44][CH2:43][CH2:42][N:41]([CH3:40])[C:1](=[O:39])[O:2][CH:3]1[CH2:4][CH2:5][N:6]([C:9]2[C:10]3[CH2:26][S:25](=[O:27])(=[O:28])[CH2:24][C:11]=3[N:12]=[C:13]([C:15]3[CH:20]=[C:19]([F:21])[C:18]([Cl:22])=[CH:17][C:16]=3[F:23])[N:14]=2)[CH2:7][CH2:8]1 |f:2.3,4.5,8.9|. Procedure details: A mixture of 300 mg of 1-[2-(4-chloro-2,5-difluorophenyl)-6,6-dioxido-5,7-dihydrothieno[3,4-d]pyrimidin-4-yl]piperidin-4-yl 4-nitrophenyl carbonate, 43 mg of 2-(methylamino)ethanol, and 5 ml of DMF was stirred at ambient temperature for 19.5 hours. Saturated aqueous sodium bicarbonate solution was added to the reaction mixture, the mixture was extracted twice with chloroform. The organic phase was washed with brine, dried over anhydrous magnesium sulfate, and evaporated under reduced pressure. T... Product: COc1c(F)cc(CCCO)cc1F. RXN SMILES: [BH3:21].[F:1][c:2]1[cH:3][c:4]([CH2:11][CH2:12][C:13](=[O:14])[OH:15])[cH:5][c:6]([F:10])[c:7]1[O:8][CH3:9].[O:16]1[CH2:17][CH2:18][CH2:19][CH2:20]1>>[F:1][c:2]1[cH:3][c:4]([CH2:11][CH2:12][CH2:13][OH:14])[cH:5][c:6]([F:10])[c:7]1[O:8][CH3:9]. Starting materials: B, COc1c(F)cc(CCC(=O)O)cc1F, C1CCOC1. Starting materials: O1C=C(C=C1)C1=CC=C(C=C1)[N+](=O)[O-] (4-furan-3-yl-1-nitrobenzene). The reagents and catalysts are [Pd] (palladium). Run in CO (methanol). Conditions: temperature 25 celsius, time 60 hour. Product: O1C=C(C=C1)C1=CC=C(C=C1)N (4-furan-3-yl-phenylamine). Reaction SMILES: [O:1]1[CH:5]=[CH:4][C:3]([C:6]2[CH:11]=[CH:10][C:9]([N+:12]([O-])=O)=[CH:8][CH:7]=2)=[CH:2]1>CO.[Pd]>[O:1]1[CH:5]=[CH:4][C:3]([C:6]2[CH:11]=[CH:10][C:9]([NH2:12])=[CH:8][CH:7]=2)=[CH:2]1. Reported procedure: 277 mg 4-furan-3-yl-1-nitrobenzene are dissolved in 40 ml of methanol and combined with 200 mg palladium/C. The suspension is shaken at 25° C. for 60 h under a H2 pressure of 5 bar. Then the solvent is eliminated in vacuo. The crude mixture is purified by column chromatography. The carrier material used is silica gel and the mobile phase used is a solvent mixture of cyclohexane/ethyl acetate 50/50. The suitable fractions are freed from the solvent in vacuo.